This data is from the Open Reaction Database (ORD), a public repository of structured organic reaction records. The task is: describe an organic reaction: reactants, conditions, products, and yield Starting materials: C1(=CC=C(C=C1)S(=O)(=O)O)C (p-toluenesulfonic acid), C[Mg+].[Br-] (MeMgBr), C(C1=CC=CC=C1)OC1=C(C=O)C=CC=C1C(C)(C)C (2-(Benzyloxy)-3-tert-butylbenzaldehyde), COC=1C(=CC=CC1)N (o-anisidine). Solvent: O (H2O), C1CCOC1 (THF), C1CCOC1 (THF), C1(=CC=CC=C1)C (toluene). Run at time 8 hour. Product: C(C1=CC=CC=C1)OC1=C(C=CC=C1C(C)(C)C)C(C)NC1=C(C=CC=C1)OC (N-(1-(2-(Benzyloxy)-3-tert-butylphenyl)ethyl)2-methoxyaniline). The yield is 85.0%. As a reaction SMILES: [CH2:1]([O:8][C:9]1[C:16]([C:17]([CH3:20])([CH3:19])[CH3:18])=[CH:15][CH:14]=[CH:13][C:10]=1[CH:11]=O)[C:2]1[CH:7]=[CH:6][CH:5]=[CH:4][CH:3]=1.[CH3:21][O:22][C:23]1[C:24]([NH2:29])=[CH:25][CH:26]=[CH:27][CH:28]=1.[C:30]1(C)C=CC(S(O)(=O)=O)=CC=1.C[Mg+].[Br-]>C1COCC1.O.C1(C)C=CC=CC=1>[CH2:1]([O:8][C:9]1[C:16]([C:17]([CH3:20])([CH3:19])[CH3:18])=[CH:15][CH:14]=[CH:13][C:10]=1[CH:11]([NH:29][C:24]1[CH:25]=[CH:26][CH:27]=[CH:28][C:23]=1[O:22][CH3:21])[CH3:30])[C:2]1[CH:7]=[CH:6][CH:5]=[CH:4][CH:3]=1 |f:3.4|. Procedure details: A mixture of 21 (1.88 g, 7 mmol, 1.0 equiv), o-anisidine (0.86 g, 0.79 mL, 7 mmol, 1.0 equiv), toluene (35 mL) and a crystal of p-toluenesulfonic acid was refluxed for 4 hr with H2O removal (Dean-Stark trap). The mixture was cooled to room temperature and concentrated under reduced pressure to give crude imine 22 as a yellow-brown oil. Crude 22 was dissolved in THF (25 mL) and the solution cooled to ˜2° C. 3M MeMgBr in THF (5 mL, 15 mmol, 2.15 equiv) was added dropwise via syringe. A green color... Isolated yield 85.1%. Product: FC1=CC=C(COC[C@@H](C)N)C=C1 ((R)-2-(4-Fluorobenzyloxy)-1-methyl-ethylamine). Reactants: C(C)(C)(C)OC(=O)N[C@H](C)COCC1=CC=C(C=C1)F ((R)-2-(tert-butoxycarbonylamino)-3-(4-fluorobenzyloxy)-propane), FC(C(=O)O)(F)F (trifluoroacetic acid). As a reaction SMILES: C(OC([NH:8][C@@H:9]([CH2:11][O:12][CH2:13][C:14]1[CH:19]=[CH:18][C:17]([F:20])=[CH:16][CH:15]=1)[CH3:10])=O)(C)(C)C.FC(F)(F)C(O)=O>C(Cl)Cl>[F:20][C:17]1[CH:16]=[CH:15][C:14]([CH2:13][O:12][CH2:11][C@H:9]([NH2:8])[CH3:10])=[CH:19][CH:18]=1. Procedure details: Dissolve-(R)-2-(tert-butoxycarbonylamino)-3-(4-fluorobenzyloxy)-propane (2.18 g, 7.7 mmol) in DCM (50 mL), add trifluoroacetic acid (25 mL), and stir at 0° C. for 20 min. Evaporate and purify by SCX chromatography to give the title compound as a colorless oil (1.2 g, 85%). MS (ES+) m/z: 184 (M+H)+. Run in C(Cl)Cl (DCM). Conditions: temperature 0 celsius, time 20 minute. The reactants are O1CCOC2C1CN(C2)C(=O)OCC2=CC=CC=C2 (benzyl tetrahydro-2H-[1,4]dioxino[2,3-c]pyrrole-6(3H)-carboxylate). Reagents/catalysts: C(=O)O (HCO2H), [OH-].[OH-].[Pd+2] (Pd(OH)2). Solvent: CO (MeOH). Reaction conditions: time 4 hour. The product is O1CCOC2C1CNC2 (hexahydro-2H-[1,4]dioxino[2,3-c]pyrrole). As a reaction SMILES: [O:1]1[CH:6]2[CH2:7][N:8](C(OCC3C=CC=CC=3)=O)[CH2:9][CH:5]2[O:4][CH2:3][CH2:2]1>CO.C(O)=O.[OH-].[OH-].[Pd+2]>[O:1]1[CH:6]2[CH2:7][NH:8][CH2:9][CH:5]2[O:4][CH2:3][CH2:2]1 |f:3.4.5|. Procedure details: To a solution of benzyl tetrahydro-2H-[1,4]dioxino[2,3-c]pyrrole-6(3H)-carboxylate (0.46 g, 1.94 mmol) in MeOH (20 mL) was added two drops of HCO2H followed by 20% Pd(OH)2 (50 mg). The reaction mixture was stirred under H2 for 4 h at rt and was filtered. The filtrate was concentrated in vacuo to give the crude product, which was used for the next step without further purification. The reactants are CC(C)C[Al+]CC(C)C, CO, Cc1ccccc1, N#Cc1ccc(NC2CC=CCC2)cc1, [H-], O=S(=O)(O)O. Product: O=Cc1ccc(NC2CC=CCC2)cc1. Reaction SMILES: [CH2:2]([Al+:3][CH2:4][CH:5]([CH3:6])[CH3:7])[CH:8]([CH3:9])[CH3:10].[CH3:26][OH:27].[CH3:33][c:34]1[cH:35][cH:36][cH:37][cH:38][cH:39]1.[CH:11]1([NH:17][c:18]2[cH:19][cH:20][c:21]([C:22]#[N:23])[cH:24][cH:25]2)[CH2:12][CH:13]=[CH:14][CH2:15][CH2:16]1.[H-:1].[S:28]([OH:29])(=[O:30])(=[O:31])[OH:32]>>[CH:11]1([NH:17][c:18]2[cH:19][cH:20][c:21]([CH:22]=[O:29])[cH:24][cH:25]2)[CH2:12][CH:13]=[CH:14][CH2:15][CH2:16]1. Reactants: Cl.C(C1=CC=CC=C1)OC1=CC=C(C(=N)N)C=C1 (4-benzyloxybenzamidine hydrochloride), COC(C(=O)OC)C(=O)OC (dimethyl methoxymalonate), C(C)O (ethanol), C[O-].[Na+] (sodium methylate). The solvent is C(C)(=O)O (acetic acid). Run at temperature 80 celsius. Product: OC1=NC(=NC(=C1OC)O)C1=CC=C(C=C1)OCC1=CC=CC=C1 (4,6-dihydroxy-5-methoxy-2-(4-benzyloxyphenyl)pyrimidine). Isolated yield 61.2%. As a reaction SMILES: Cl.[CH2:2]([O:9][C:10]1[CH:18]=[CH:17][C:13]([C:14]([NH2:16])=[NH:15])=[CH:12][CH:11]=1)[C:3]1[CH:8]=[CH:7][CH:6]=[CH:5][CH:4]=1.[CH3:19][O:20][CH:21]([C:26](OC)=[O:27])[C:22](OC)=[O:23].C(O)C.C[O-].[Na+]>C(O)(=O)C>[OH:23][C:22]1[C:21]([O:20][CH3:19])=[C:26]([OH:27])[N:16]=[C:14]([C:13]2[CH:12]=[CH:11][C:10]([O:9][CH2:2][C:3]3[CH:4]=[CH:5][CH:6]=[CH:7][CH:8]=3)=[CH:18][CH:17]=2)[N:15]=1 |f:0.1,4.5|. Procedure: A mixture of 85 g of 4-benzyloxybenzamidine hydrochloride, 78.6 g of dimethyl methoxymalonate, 1700 ml of ethanol, and 187 g of sodium methylate (28% methanol solution) was heated at 80° C. for 4 hours with stirring. After cooling, 1000 ml of acetic acid was slowly added to the reaction mixture, whereupon a yellow crystal precipitated. The precipitated crystals were collected by filtration, washed twice with water until the washing became neutral, and dried at 80° C. for 3 hours in high vacuo to... The reactants are [O-]CC.[Na+] (sodium ethoxide), CCCC1=C(C=CC(=C1O)C(=O)C)O (2,4-dihydroxy-3-propylacetophenone), C(C)OC(C(=O)OCC)=O (diethyloxalate), Cl (hydrochloric acid). Solvent: C(C)O (ethanol), CCOCC (ether). Yields the product OC1=C(C2=C(C(C=C(O2)C(=O)OCC)=O)C=C1)CCC (Ethyl 7-Hydroxy-8-propyl-4-oxo-4H-1-benzopyran-2-carboxylate). As a reaction SMILES: [O-]CC.[Na+].[CH3:5][CH2:6][CH2:7][C:8]1[C:13]([OH:14])=[C:12]([C:15]([CH3:17])=[O:16])[CH:11]=[CH:10][C:9]=1[OH:18].[CH2:19]([O:21][C:22](=[O:28])[C:23](OCC)=O)[CH3:20].Cl>C(O)C.CCOCC>[OH:18][C:9]1[CH:10]=[CH:11][C:12]2[C:15](=[O:16])[CH:17]=[C:23]([C:22]([O:21][CH2:19][CH3:20])=[O:28])[O:14][C:13]=2[C:8]=1[CH2:7][CH2:6][CH3:5] |f:0.1|. Procedure details: To a solution of sodium ethoxide (from 19 gm. of sodium and 260 ml of absolute ethanol) under nitrogen atmosphere, add dropwise a solution of 40 gm of 2,4-dihydroxy-3-propylacetophenone and 68 gm of diethyloxalate in 55 ml of absolute ethanol and 55 ml of absolute ether. Heat under reflux for 3.5 hours. Cool to room temperature and pour the mixture into 500 ml of 5% aqueous hydrochloric acid. Extract the mixture twice with ether. Wash the combined organic fractions with water, dry over sodium su... Yields the product OCCSc1ccc(O)cc1. The reactants are OCCBr, Cl, N, Oc1ccc(S)cc1. RXN SMILES: [CH2:9]([CH2:10][OH:11])[Br:12].[ClH:13].[NH3:14].[OH:1][c:2]1[cH:3][cH:4][c:5]([SH:8])[cH:6][cH:7]1>>[OH:1][c:2]1[cH:3][cH:4][c:5]([S:8][CH2:9][CH2:10][OH:11])[cH:6][cH:7]1. Yield: 35.4%. The solvent is CC(=O)C (acetone), O (water). Reaction conditions: time 3 day. As a reaction SMILES: [CH2:1]([C@H:3]1[CH2:8][C@H:7]2[C@H:9]3[C@H:18]([CH2:19][CH2:20][C@:5]2([CH3:6])[C@H:4]1[O:22][C:23](=[O:26])[CH2:24]Br)[C@@H:17]1[C:12](=[CH:13][C:14](=[O:21])[CH2:15][CH2:16]1)[CH2:11][CH2:10]3)[CH3:2].[C:27]([O-:31])(=[O:30])[CH2:28][CH3:29].[K+]>CC(C)=O.O>[CH2:1]([C@H:3]1[CH2:8][C@H:7]2[C@H:9]3[C@H:18]([CH2:19][CH2:20][C@:5]2([CH3:6])[C@H:4]1[O:22][C:23](=[O:26])[CH2:24][O:31][C:27](=[O:30])[CH2:28][CH3:29])[C@@H:17]1[C:12](=[CH:13][C:14](=[O:21])[CH2:15][CH2:16]1)[CH2:11][CH2:10]3)[CH3:2] |f:1.2|. Yields the product C(C)[C@@H]1[C@@H]([C@]2(C)[C@@H](C1)[C@@H]1CCC3=CC(CC[C@@H]3[C@H]1CC2)=O)OC(COC(CC)=O)=O (16β-Ethyl-17β-propionyloxyacetoxy-4-estren-3-one). Reactants: C(C)[C@@H]1[C@@H]([C@]2(C)[C@@H](C1)[C@@H]1CCC3=CC(CC[C@@H]3[C@H]1CC2)=O)OC(CBr)=O (16β-ethyl-17β-bromoacetoxy-4-estren-3-one), C(CC)(=O)[O-].[K+] (potassium propionate). Procedure details: In a mixture of 50 ml of acetone and 12 ml of water are dissolved 2.5 g of 16β-ethyl-17β-bromoacetoxy-4-estren-3-one and 0.7 g of potassium propionate. The solution is stirred at room temperature (17°-25° C.) for 3 days and concentrated under reduced pressure. The residue is extracted with 200 ml of ethyl acetate. The organic layer is separated, washed with water and saturated aqueous sodium chloride and dried over anhydrous magnesium sulfate. The solvent is distilled off under reduced pressure ... Starting materials: CO, Cc1c(F)cc(C(=O)NC2CC2)cc1-c1ccc(C(=O)NC(C)C(C)C)cn1, ClC(Cl)Cl, O=C(OO)c1cccc(Cl)c1. The product is Cc1c(F)cc(C(=O)NC2CC2)cc1-c1ccc(C(=O)NC(C)C(C)C)c[n+]1[O-]. Reaction SMILES: [CH3:44][OH:45].[CH:12]1([NH:15][C:16](=[O:17])[c:18]2[cH:19][c:20]([F:39])[c:21]([CH3:38])[c:22](-[c:24]3[cH:25][cH:26][c:27]([C:30](=[O:31])[NH:32][CH:33]([CH:34]([CH3:35])[CH3:36])[CH3:37])[cH:28][n:29]3)[cH:23]2)[CH2:13][CH2:14]1.[CH:40]([Cl:41])([Cl:42])[Cl:43].[OH:1][O:2][C:3]([c:4]1[cH:5][c:6]([Cl:7])[cH:8][cH:9][cH:10]1)=[O:11]>>[O-:1][n+:29]1[c:24](-[c:22]2[c:21]([CH3:38])[c:20]([F:39])[cH:19][c:18]([C:16]([NH:15][CH:12]3[CH2:13][CH2:14]3)=[O:17])[cH:23]2)[cH:25][cH:26][c:27]([C:30](=[O:31])[NH:32][CH:33]([CH:34]([CH3:35])[CH3:36])[CH3:37])[cH:28]1. Reactants: ClC(Cl)Cl, Nc1ccc(Oc2nccnc2Cl)cc1, S=C(Cl)Cl, [Na+], [Na+], O=C([O-])[O-]. Yields the product S=C=Nc1ccc(Oc2nccnc2Cl)cc1. As a reaction SMILES: [CH:26]([Cl:27])([Cl:28])[Cl:29].[Cl:1][c:2]1[c:3]([O:8][c:9]2[cH:10][cH:11][c:12]([NH2:15])[cH:13][cH:14]2)[n:4][cH:5][cH:6][n:7]1.[Cl:22][C:23]([Cl:24])=[S:25].[Na+:16].[Na+:17].[O-:18][C:19](=[O:20])[O-:21]>>[Cl:1][c:2]1[c:3]([O:8][c:9]2[cH:10][cH:11][c:12]([N:15]=[C:23]=[S:25])[cH:13][cH:14]2)[n:4][cH:5][cH:6][n:7]1.